This data is from the Open Reaction Database (ORD), a public repository of structured organic reaction records. The task is: describe an organic reaction: reactants, conditions, products, and yield Reactants: C1CCC2=NCCCN2CC1, Cc1ccccc1, CCOC(C)=O, Cl, [N-]=[N+]=NP(=O)(c1ccccc1)c1ccccc1, OCc1cccc2ncccc12. Product: [N-]=[N+]=NCc1cccc2ncccc12. RXN SMILES: [CH2:30]1[CH2:31][CH2:32][C:33]2=[N:38][CH2:37][CH2:36][CH2:35][N:34]2[CH2:39][CH2:40]1.[CH3:41][c:42]1[cH:43][cH:44][cH:45][cH:46][cH:47]1.[CH3:49][CH2:50][O:51][C:52](=[O:53])[CH3:54].[ClH:48].[c:13]1([P:14]([c:15]2[cH:16][cH:17][cH:18][cH:19][cH:20]2)(=[O:21])[N:27]=[N+:28]=[N-:29])[cH:22][cH:23][cH:24][cH:25][cH:26]1.[n:1]1[cH:2][cH:3][cH:4][c:5]2[c:6]([CH2:11][OH:12])[cH:7][cH:8][cH:9][c:10]12>>[n:1]1[cH:2][cH:3][cH:4][c:5]2[c:6]([CH2:11][N:27]=[N+:28]=[N-:29])[cH:7][cH:8][cH:9][c:10]12.